This data is from the Open Reaction Database (ORD), a public repository of structured organic reaction records. The task is: describe an organic reaction: reactants, conditions, products, and yield Reactants: C, CCO, Cc1c(C)c2c(c(C)c1OCC=Cc1ccccc1)C(c1ccc(C(C)C)cc1)C(C)(C)O2, [H][H], [Pd]. Yields the product Cc1c(C)c2c(c(C)c1OCCCc1ccccc1)C(c1ccc(C(C)C)cc1)C(C)(C)O2. As a reaction SMILES: [C:39].[CH3:36][CH2:37][OH:38].[CH:1]([CH3:2])([CH3:3])[c:4]1[cH:5][cH:6][c:7]([CH:10]2[C:11]([CH3:32])([CH3:33])[O:12][c:13]3[c:14]2[c:15]([CH3:31])[c:16]([O:21][CH2:22][CH:23]=[CH:24][c:25]2[cH:26][cH:27][cH:28][cH:29][cH:30]2)[c:17]([CH3:20])[c:18]3[CH3:19])[cH:8][cH:9]1.[H:34][H:35].[Pd:40]>>[CH:1]([CH3:2])([CH3:3])[c:4]1[cH:5][cH:6][c:7]([CH:10]2[C:11]([CH3:32])([CH3:33])[O:12][c:13]3[c:14]2[c:15]([CH3:31])[c:16]([O:21][CH2:22][CH2:23][CH2:24][c:25]2[cH:26][cH:27][cH:28][cH:29][cH:30]2)[c:17]([CH3:20])[c:18]3[CH3:19])[cH:8][cH:9]1. The reactants are O1CCC(CC1)=O (Tetrahydro-pyran-4-one), ClC1=CC2=C(N3C(=NN=C3CNC2)C2CCN(CC2)C2=NC=CC=C2)C=C1 (8-Chloro-1-(3,4,5,6-tetrahydro-2H-[1,2′]bipyridinyl-4-yl)-5,6-dihydro-4H-2,3,5,10b-tetraaza-benzo[e]azulene), C(C)(=O)O[BH-](OC(C)=O)OC(C)=O.[Na+] (sodium triacetoxyborohydride), O1CCC(CC1)=O (tetrahydro-pyran-4-one), C(C)(=O)O[BH-](OC(C)=O)OC(C)=O.[Na+] (sodium triacetoxyborohydride). Solvent: ClCCl (dichloromethane). Run at temperature 40 celsius, time 18 hour. Product: ClC1=CC2=C(N3C(=NN=C3CN(C2)C2CCOCC2)C2CCN(CC2)C2=NC=CC=C2)C=C1 (8-Chloro-1-(3,4,5,6-tetrahydro-2H-[1,2′]bipyridinyl-4-yl)-5-(tetrahydro-pyran-4-yl)-5,6-dihydro-4H-2,3,5,10b-tetraaza-benzo[e]azulene). The yield is 50.6%. Reaction SMILES: [O:1]1[CH2:6][CH2:5][C:4](=O)[CH2:3][CH2:2]1.[Cl:8][C:9]1[CH:34]=[CH:33][C:12]2[N:13]3[C:17]([CH2:18][NH:19][CH2:20][C:11]=2[CH:10]=1)=[N:16][N:15]=[C:14]3[CH:21]1[CH2:26][CH2:25][N:24]([C:27]2[CH:32]=[CH:31][CH:30]=[CH:29][N:28]=2)[CH2:23][CH2:22]1.C(O[BH-](OC(=O)C)OC(=O)C)(=O)C.[Na+]>ClCCl>[Cl:8][C:9]1[CH:34]=[CH:33][C:12]2[N:13]3[C:17]([CH2:18][N:19]([CH:4]4[CH2:5][CH2:6][O:1][CH2:2][CH2:3]4)[CH2:20][C:11]=2[CH:10]=1)=[N:16][N:15]=[C:14]3[CH:21]1[CH2:22][CH2:23][N:24]([C:27]2[CH:32]=[CH:31][CH:30]=[CH:29][N:28]=2)[CH2:25][CH2:26]1 |f:2.3|. Procedure: Tetrahydro-pyran-4-one (68 mg, 0.68 mmol) was added to a solution of the amine of example 4 (130 mg, 0.34 mmol) in dichloromethane (5 ml). The mixture was stirred at room temperature for 0.25 hours before sodium triacetoxyborohydride (217 mg, 1.0 mmol) was added, and the reaction mixture was stirred for a further 18 hours. Further tetrahydro-pyran-4-one (68 mg, 0.68 mmol) and sodium triacetoxyborohydride (217 mg, 1.0 mmol) were added and the reaction mixture was heated to 40° C. for 24 hours. Th... Starting materials: NC=1C=NC(=C(C(=O)O)C1)OCC (5-Amino-2-ethoxynicotinic Acid), C1(=CC=CC=C1)C1=NOC(=C1)CN1CCC(CC1)CN (1-{1-[(3-phenyl-5-isoxazolyl)methyl]-4-piperidinyl}methanamine). Product: NC=1C=NC(=C(C(=O)NCC2CCN(CC2)CC2=CC(=NO2)C2=CC=CC=C2)C1)OCC (5-Amino-2-ethoxy-N-((1-((3-phenylisoxazol-5-yl)methyl)piperidin-4-yl)methyl)nicotinamide). Reaction SMILES: [NH2:1][C:2]1[CH:3]=[N:4][C:5]([O:11][CH2:12][CH3:13])=[C:6]([CH:10]=1)[C:7]([OH:9])=O.[C:14]1([C:20]2[CH:24]=[C:23]([CH2:25][N:26]3[CH2:31][CH2:30][CH:29]([CH2:32][NH2:33])[CH2:28][CH2:27]3)[O:22][N:21]=2)[CH:19]=[CH:18][CH:17]=[CH:16][CH:15]=1>>[NH2:1][C:2]1[CH:3]=[N:4][C:5]([O:11][CH2:12][CH3:13])=[C:6]([CH:10]=1)[C:7]([NH:33][CH2:32][CH:29]1[CH2:28][CH2:27][N:26]([CH2:25][C:23]2[O:22][N:21]=[C:20]([C:14]3[CH:19]=[CH:18][CH:17]=[CH:16][CH:15]=3)[CH:24]=2)[CH2:31][CH2:30]1)=[O:9]. Procedure: According to the same procedure described in Example 225, using the compound prepared in Example 288 instead of 4-amino-5-cyano-6-ethoxypicolinic acid, and using the compound prepared in Example 9 instead of tert-butyl 4-(aminomethyl)piperidine-1-carboxylate, the title compound having the following physical data was obtained. Starting materials: C(C)(=O)N\C(\C(=O)OC)=C/C1=CC(=C(C=C1)N)C(C)C (methyl (2Z)-2-(acetylamino)-3-(4-amino-3-isopropylphenyl)acrylate), [H][H] (hydrogen). Reagents/catalysts: [Pd] (Pd/C). Run in C(C)O (ethanol). Yields the product C(C)(=O)N[C@@H](CC1=CC(=C(C=C1)N)C(C)C)C(=O)OC (methyl N-acetyl-4-amino-3-isopropylphenylalaninate). As a reaction SMILES: [C:1]([NH:4]/[C:5](=[CH:10]\[C:11]1[CH:16]=[CH:15][C:14]([NH2:17])=[C:13]([CH:18]([CH3:20])[CH3:19])[CH:12]=1)/[C:6]([O:8][CH3:9])=[O:7])(=[O:3])[CH3:2].[H][H]>C(O)C.[Pd]>[C:1]([NH:4][C@H:5]([C:6]([O:8][CH3:9])=[O:7])[CH2:10][C:11]1[CH:16]=[CH:15][C:14]([NH2:17])=[C:13]([CH:18]([CH3:20])[CH3:19])[CH:12]=1)(=[O:3])[CH3:2]. Procedure details: methyl (2Z)-2-(acetylamino)-3-(4-amino-3-isopropylphenyl)acrylate (752 mg, 2.72 mmole) and 10% Pd/C (143 mg) stirred in ethanol (20 mL) under 1 atmosphere of hydrogen for 16 hours. The mixture was filtered through Celite and the filtrate was concentrated under reduced pressure to provide the titled compound. Reactants: Cc1cc(C)c2c(n1)CC(c1ccccc1)CC2=O, CCO, Cl, Cl, N=C(N)NN, O. The product is Cc1cc(C)c2c(n1)CC(c1ccccc1)CC2=NNC(=N)N, Cl. As a reaction SMILES: [CH3:1][c:2]1[n:3][c:4]2[c:9]([c:10]([CH3:12])[cH:11]1)[C:8](=[O:13])[CH2:7][CH:6]([c:14]1[cH:15][cH:16][cH:17][cH:18][cH:19]1)[CH2:5]2.[CH3:28][CH2:29][OH:30].[ClH:20].[ClH:26].[NH2:21][NH:22][C:23](=[NH:24])[NH2:25].[OH2:27]>>[CH3:1][c:2]1[n:3][c:4]2[c:9]([c:10]([CH3:12])[cH:11]1)[C:8](=[N:21][NH:22][C:23](=[NH:24])[NH2:25])[CH2:7][CH:6]([c:14]1[cH:15][cH:16][cH:17][cH:18][cH:19]1)[CH2:5]2.[ClH:20]. The reactants are ClC=1N=CC2=C(N(CC(C(N2C)=O)(F)F)C2CCCCC2)N1 (2-chloro-9-cyclohexyl-7,7-difluoro-5-methyl-5,7,8,9-tetrahydro-pyrimido[4,5-b][1,4]diazepin-6-one), O.C=1(C(=CC=CC1)S(=O)(=O)O)C (toluenesulfonic acid monohydrate), NC1=C(C=C(C(=O)NC2CCN(CC2)CC(F)F)C=C1)OC (4-amino-N-[1-(2,2-difluoro-ethyl)-piperidin-4-yl]-3-methoxy-benzamide). Run in C(C)(C)O (isopropanol). Yields the product C1(CCCCC1)N1C2=C(N(C(C(C1)(F)F)=O)C)C=NC(=N2)NC2=C(C=C(C(=O)NC1CCN(CC1)CC(F)F)C=C2)OC (4-(9-cyclohexyl-7,7-difluoro-5-methyl-6-oxo-6,7,8,9-tetrahydro-5H-pyrimido[4,5-b][1,4]diazepin-2-ylamino)-N-[1-(2,2-difluoro-ethyl)-piperidin-4-yl]-3-methoxy-benzamide). Yield: 60.3%. Reaction SMILES: Cl[C:2]1[N:3]=[CH:4][C:5]2[N:11]([CH3:12])[C:10](=[O:13])[C:9]([F:15])([F:14])[CH2:8][N:7]([CH:16]3[CH2:21][CH2:20][CH2:19][CH2:18][CH2:17]3)[C:6]=2[N:22]=1.O.C1(C)C(S(O)(=O)=O)=CC=CC=1.[NH2:35][C:36]1[CH:54]=[CH:53][C:39]([C:40]([NH:42][CH:43]2[CH2:48][CH2:47][N:46]([CH2:49][CH:50]([F:52])[F:51])[CH2:45][CH2:44]2)=[O:41])=[CH:38][C:37]=1[O:55][CH3:56]>C(O)(C)C>[CH:16]1([N:7]2[CH2:8][C:9]([F:15])([F:14])[C:10](=[O:13])[N:11]([CH3:12])[C:5]3[CH:4]=[N:3][C:2]([NH:35][C:36]4[CH:54]=[CH:53][C:39]([C:40]([NH:42][CH:43]5[CH2:48][CH2:47][N:46]([CH2:49][CH:50]([F:51])[F:52])[CH2:45][CH2:44]5)=[O:41])=[CH:38][C:37]=4[O:55][CH3:56])=[N:22][C:6]2=3)[CH2:21][CH2:20][CH2:19][CH2:18][CH2:17]1 |f:1.2|. Procedure details: A mixture of 0.10 g (0.30 mmole) 2-chloro-9-cyclohexyl-7,7-difluoro-5-methyl-5,7,8,9-tetrahydro-pyrimido[4,5-b][1,4]diazepin-6-one (VII-246), 0.086 g (0.45 mmole) of toluenesulfonic acid monohydrate, 0.095 g (0.30 mmole) of 4-amino-N-[1-(2,2-difluoro-ethyl)-piperidin-4-yl]-3-methoxy-benzamide and 1 mL of isopropanol was heated in a sealed vessel at 170 degrees in a microwave reactor for 2 hours, cooled and concentrated under reduced pressure. The residue taken up in ethyl acetate and washed succ... Starting materials: ClC(C(=O)NC(CC(=O)OCC)C1=CC(=CC=C1)NS(=O)(=O)C1=CC(=CC=C1)[N+](=O)[O-])C1=CC=C(C=C1)Cl (Ethyl 3-(2,4-dichlorophenylacetylamino)-3-(3-[3-nitrophenylsulphonylamino]-phenyl)-propionate), [Sn](Cl)Cl (tin-(II) chloride). Product: NC=1C=C(C=CC1)S(=O)(=O)NC=1C=C(C=CC1)C(CC(=O)OCC)NC(C(Cl)C1=CC=C(C=C1)Cl)=O (Ethyl 3-(3-[3-aminophenylsulphonylamino]-phenyl)-3-(2,4-dichlorophenylacetylamino)-propionate). Isolated yield 73.3%. As a reaction SMILES: [Cl:1][CH:2]([C:32]1[CH:37]=[CH:36][C:35]([Cl:38])=[CH:34][CH:33]=1)[C:3]([NH:5][CH:6]([C:13]1[CH:18]=[CH:17][CH:16]=[C:15]([NH:19][S:20]([C:23]2[CH:28]=[CH:27][CH:26]=[C:25]([N+:29]([O-])=O)[CH:24]=2)(=[O:22])=[O:21])[CH:14]=1)[CH2:7][C:8]([O:10][CH2:11][CH3:12])=[O:9])=[O:4].[Sn](Cl)Cl>>[NH2:29][C:25]1[CH:24]=[C:23]([S:20]([NH:19][C:15]2[CH:14]=[C:13]([CH:6]([NH:5][C:3](=[O:4])[CH:2]([C:32]3[CH:37]=[CH:36][C:35]([Cl:38])=[CH:34][CH:33]=3)[Cl:1])[CH2:7][C:8]([O:10][CH2:11][CH3:12])=[O:9])[CH:18]=[CH:17][CH:16]=2)(=[O:21])=[O:22])[CH:28]=[CH:27][CH:26]=1. Reported procedure: Corresponding to Example 3d, 1.18 g of (5c) were treated with tin-(II) chloride. 820 mg of a yellowish solid were obtained.